This data is from the Open Reaction Database (ORD), a public repository of structured organic reaction records. The task is: describe an organic reaction: reactants, conditions, products, and yield Reactants: C(C)OC(=O)[C@H](C[C@@H](C(=O)NCCC(=O)O)CC1=CC=CC=C1)CC1=CC=CC=C1 (N-[4-ethoxycarbonyl-(R*,R*)-2,4-dibenzylbutyryl]-3-aminopropionic acid), N1CCOCC1 (morpholine), C1(CCCCC1)N=C=NC1CCCCC1 (dicyclohexylcarbodiimide). Yields the product C(C)OC(=O)[C@H](C[C@@H](C(=O)NCCC(=O)N1CCOCC1)CC1=CC=CC=C1)CC1=CC=CC=C1 (N-[N'-(4-ethoxycarbonyl-(R*,R*)-2,4-dibenzylbutyryl)-3-aminopropionyl]-morpholine). Reaction SMILES: [CH2:1]([O:3][C:4]([C@@H:6]([CH2:24][C:25]1[CH:30]=[CH:29][CH:28]=[CH:27][CH:26]=1)[CH2:7][C@H:8]([CH2:17][C:18]1[CH:23]=[CH:22][CH:21]=[CH:20][CH:19]=1)[C:9]([NH:11][CH2:12][CH2:13][C:14](O)=[O:15])=[O:10])=[O:5])[CH3:2].[NH:31]1[CH2:36][CH2:35][O:34][CH2:33][CH2:32]1.C1(N=C=NC2CCCCC2)CCCCC1>>[CH2:1]([O:3][C:4]([C@@H:6]([CH2:24][C:25]1[CH:26]=[CH:27][CH:28]=[CH:29][CH:30]=1)[CH2:7][C@H:8]([CH2:17][C:18]1[CH:19]=[CH:20][CH:21]=[CH:22][CH:23]=1)[C:9]([NH:11][CH2:12][CH2:13][C:14]([N:31]1[CH2:36][CH2:35][O:34][CH2:33][CH2:32]1)=[O:15])=[O:10])=[O:5])[CH3:2]. Reported procedure: Similarly to the procedure described in example 6, condensation of N-[4-ethoxycarbonyl-(R*,R*)-2,4-dibenzylbutyryl]-3-aminopropionic acid with morpholine in the presence of dicyclohexylcarbodiimide yields N-[N'-(4-ethoxycarbonyl-(R*,R*)-2,4-dibenzylbutyryl)-3-aminopropionyl]-morpholine as an oil; NMR (CDCl3) δ 7.28 and 7.22 (s, 10H), 5.74 (t, 1H, J=7 Hz), 4.03 (q, 2H, J=8 Hz), 1.08 (t, 3H, J=8 Hz). Reaction SMILES: [CH3:1][C:2]1[CH:3]=[C:4]([CH:8]=[CH:9][C:10]=1[C:11]([N:13]1[CH2:17][CH2:16][CH2:15][CH2:14]1)=[O:12])[C:5]([OH:7])=O.CN(C(ON1N=NC2C=CC=CC1=2)=[N+](C)C)C.[B-](F)(F)(F)F.C(N(C(C)C)CC)(C)C.[Br:49][C:50]1[CH:51]=[C:52]([CH2:56][CH:57]([NH2:68])[C:58]2[NH:62][C:61]3[CH:63]=[CH:64][C:65]([Cl:67])=[CH:66][C:60]=3[N:59]=2)[CH:53]=[CH:54][CH:55]=1.BrCl>O1CCCC1.ClCCl.C(O)C>[Br:49][C:50]1[CH:51]=[C:52]([CH2:56][CH:57]([NH:68][C:5](=[O:7])[C:4]2[CH:8]=[CH:9][C:10]([C:11]([N:13]3[CH2:17][CH2:16][CH2:15][CH2:14]3)=[O:12])=[C:2]([CH3:1])[CH:3]=2)[C:58]2[NH:62][C:61]3[CH:63]=[CH:64][C:65]([Cl:67])=[CH:66][C:60]=3[N:59]=2)[CH:53]=[CH:54][CH:55]=1 |f:1.2,7.8|. The reactants are BrCl (bromo-chlorine), C28H26BrClN4O2, CC=1C=C(C(=O)O)C=CC1C(=O)N1CCCC1 (3-methyl-4-(pyrrolidin-1-ylcarbonyl)benzoic acid), CN(C)C(=[N+](C)C)ON1C2=C(C=CC=C2)N=N1.[B-](F)(F)(F)F (TBTU), C(C)(C)N(CC)C(C)C (diisopropylethylamine), BrC=1C=C(C=CC1)CC(C1=NC2=C(N1)C=CC(=C2)Cl)N (rac.-2-(3-bromophenyl)-1-(5-chloro-1H-benzimidazol-2-yl)ethylamine). Yields the product BrC=1C=C(C=CC1)CC(C1=NC2=C(N1)C=CC(=C2)Cl)NC(C2=CC(=C(C=C2)C(=O)N2CCCC2)C)=O (rac.-N-[2-(3-bromophenyl)-1-(5-chloro-1H-benzimidazol-2-yl)ethyl]-3-methyl-4-(pyrrolidin-1-ylcarbonyl)benzamide). Reported procedure: Prepared analogously to Example 1g from 3-methyl-4-(pyrrolidin-1-ylcarbonyl)benzoic acid, TBTU, diisopropylethylamine, and rac.-2-(3-bromophenyl)-1-(5-chloro-1H-benzimidazol-2-yl)ethylamine in tetrahydrofuran. Yield: %; Rf value: 0.52 (silica gel: dichloromethane/ethanol=9:1); C28H26BrClN4O2 (565.90); mass spectrum: (M+H)+=565/567/569 (bromo-chlorine isotope). The solvent is ClCCl.C(C)O (dichloromethane ethanol), O1CCCC1 (tetrahydrofuran).